From a dataset of the Open Reaction Database (ORD), a public repository of structured organic reaction records. describe an organic reaction: reactants, conditions, products, and yield The reactants are ClCC(=O)Cl (chloroacetyl chloride), C(CCCCC)NCC1OCCO1 (N-n-Hexyl-N-(1,3-dioxolan-2-ylmethyl)amine), C1=CC=CC=C1 (benzene), C([O-])([O-])=O.[Na+].[Na+] (sodium carbonate). The solvent is O (water). The product is C(CCCCC)N(C(CCl)=O)CC1OCCO1 (N-n-hexyl-N-(1,3-dioxolan-2-ylmethyl)-α-chloroacetamide). RXN SMILES: [CH2:1]([NH:7][CH2:8][CH:9]1[O:13][CH2:12][CH2:11][O:10]1)[CH2:2][CH2:3][CH2:4][CH2:5][CH3:6].C1C=CC=CC=1.C(=O)([O-])[O-].[Na+].[Na+].[Cl:26][CH2:27][C:28](Cl)=[O:29]>O>[CH2:1]([N:7]([CH2:8][CH:9]1[O:10][CH2:11][CH2:12][O:13]1)[C:28](=[O:29])[CH2:27][Cl:26])[CH2:2][CH2:3][CH2:4][CH2:5][CH3:6] |f:2.3.4|. Procedure details: N-n-Hexyl-N-(1,3-dioxolan-2-ylmethyl)amine (12.0 grams), benzene (100 ml), water (100 ml) and sodium carbonate (8 grams) were charged into a glass reaction vessel equipped with a mechanical stirrer and reflux condenser. The mixture was cooled to about 5° to 10° C. and chloroacetyl chloride (5.0 ml) was added dropwise with stirring. After the addition was completed stirring was continued until the reaction mixture reached room temperature. After this time the organic phase was separated from the ... Starting materials: CCO, O=C(O)CCC(=O)c1ccc(-c2ccc(Cl)c(Cl)c2)cc1, Cl, NO, [Na+], [Na+], O=C([O-])[O-]. The product is O=C(O)CCC(=NO)c1ccc(-c2ccc(Cl)c(Cl)c2)cc1. RXN SMILES: [CH3:31][CH2:32][OH:33].[Cl:1][c:2]1[cH:3][c:4](-[c:9]2[cH:10][cH:11][c:12]([C:15]([CH2:16][CH2:17][C:18](=[O:19])[OH:20])=[O:21])[cH:13][cH:14]2)[cH:5][cH:6][c:7]1[Cl:8].[ClH:22].[NH2:23][OH:24].[Na+:25].[Na+:26].[O-:27][C:28](=[O:29])[O-:30]>>[Cl:1][c:2]1[cH:3][c:4](-[c:9]2[cH:10][cH:11][c:12]([C:15]([CH2:16][CH2:17][C:18](=[O:19])[OH:20])=[N:23][OH:24])[cH:13][cH:14]2)[cH:5][cH:6][c:7]1[Cl:8]. Procedure: A 100 mL 3-neck, round-bottom flask was charged with N-butylamine (8 mL, 80 mmol) and CH2Cl2 (20 mL) under N2 purge. The reaction was cooled to −10° C. Phenoxylacetylchloride (2.8 mL, 20 mmol) was slowly added via syringe, and the reaction was stirred at −10° C. for 5 minutes and warmed to room temperature. After 2 hours, the solvent was removed under vacuum. The reaction was diluted with water and extracted with EtOAc (3×20 mL). The combined organic layers were washed with brine (20 mL), dried ... The solvent is C(Cl)Cl (CH2Cl2). Run at temperature -10 celsius, time 5 minute. The yield is 104.2%. Reactants: C(CCC)N (N-butylamine), O(C1=CC=CC=C1)CC(=O)Cl (Phenoxylacetylchloride). RXN SMILES: [CH2:1]([NH2:5])[CH2:2][CH2:3][CH3:4].[O:6]([CH2:13][C:14](Cl)=[O:15])[C:7]1[CH:12]=[CH:11][CH:10]=[CH:9][CH:8]=1>C(Cl)Cl>[CH2:1]([NH:5][C:14](=[O:15])[CH2:13][O:6][C:7]1[CH:12]=[CH:11][CH:10]=[CH:9][CH:8]=1)[CH2:2][CH2:3][CH3:4]. The product is C(CCC)NC(COC1=CC=CC=C1)=O (N-Butyl-2-phenoxvactamide). Reactants: C[N+]1(CCOCC1)[O-] (N-methylmorpholine N-oxide), 4A, OCC=1C=C(C=CC1OC)CC(C(=O)OCC)OC(C)C (Ethyl 3-[3-(hydroxymethyl)-4-methoxyphenyl]-2-isopropoxypropanoate). The reagents and catalysts are [Ru](=O)(=O)(=O)[O-].C(CC)[N+](CCC)(CCC)CCC (tetrapropylammonium perruthenate). Solvent: ClCCl (dichloromethane). Run at time 8 hour. Product: C(=O)C=1C=C(C=CC1OC)CC(C(=O)OCC)OC(C)C (Ethyl 3-[3-(formyl)-4-methoxyphenyl]-2-isopropoxypropanoate). Isolated yield 95.3%. RXN SMILES: [OH:1][CH2:2][C:3]1[CH:4]=[C:5]([CH2:11][CH:12]([O:18][CH:19]([CH3:21])[CH3:20])[C:13]([O:15][CH2:16][CH3:17])=[O:14])[CH:6]=[CH:7][C:8]=1[O:9][CH3:10].C[N+]1([O-])CCOCC1>ClCCl.[Ru]([O-])(=O)(=O)=O.C([N+](CCC)(CCC)CCC)CC>[CH:2]([C:3]1[CH:4]=[C:5]([CH2:11][CH:12]([O:18][CH:19]([CH3:20])[CH3:21])[C:13]([O:15][CH2:16][CH3:17])=[O:14])[CH:6]=[CH:7][C:8]=1[O:9][CH3:10])=[O:1] |f:3.4|. Procedure details: 826 mg of Ethyl 3-[3-(hydroxymethyl)-4-methoxyphenyl]-2-isopropoxypropanoate was dissolved in 20 ml of dichloromethane, and 390 mg of N-methylmorpholine N-oxide, 1.4 g of molecular sieve 4A and 49 mg of tetrapropylammonium perruthenate were added, and the mixture was stirred at room temperature overnight. The reaction mixture was filtered through Celite, the filtrate was concentrated, and the residue was purified by silica gel column chromatography, to give 782 mg of the title compound in the 5:... Product: N1=CN=C2NC=NC2=C1N[C@@H](C)C=1C(=NC2=C(C=CC=C2C1)C#N)C1=NC=CC=C1 (3-((S)-1-(9H-Purin-6-ylamino)ethyl)-2-(pyridin-2-yl)quinoline-8-carbonitrile). Procedure details: A mixture of N-((S)-1-(8-chloro-2-(pyridin-2-yl)quinolin-3-yl)ethyl)-9H-purin-6-amine (80 mg, 0.2 mmol), Pd(PPh3)4 (23 mg, 0.1 eq) and Zn(CN)2 (117 mg, 5.0 eq) in DMF (5 mL) was purged with N2 for 5 min before heating to 130° C. After 3 h, LCMS showed formation of trace amount of 2. The reaction was then heated to 165° C. over night. After cool to rt, the reaction was filtered through Celite™ and purified by reverse HPLC (MeCN/H2O, 0.1% TFA) to give a white solid. 1H-NMR (400 Hz, DMSO-d6) δ 8.83... The reactants are ClC=1C=CC=C2C=C(C(=NC12)C1=NC=CC=C1)[C@H](C)NC1=C2N=CNC2=NC=N1 (N-((S)-1-(8-chloro-2-(pyridin-2-yl)quinolin-3-yl)ethyl)-9H-purin-6-amine), CN(C)C=O (DMF). RXN SMILES: Cl[C:2]1[CH:3]=[CH:4][CH:5]=[C:6]2[C:11]=1[N:10]=[C:9]([C:12]1[CH:17]=[CH:16][CH:15]=[CH:14][N:13]=1)[C:8]([C@@H:18]([NH:20][C:21]1[N:29]=[CH:28][N:27]=[C:26]3[C:22]=1[N:23]=[CH:24][NH:25]3)[CH3:19])=[CH:7]2.[CH3:30][N:31](C=O)C>C1C=CC([P]([Pd]([P](C2C=CC=CC=2)(C2C=CC=CC=2)C2C=CC=CC=2)([P](C2C=CC=CC=2)(C2C=CC=CC=2)C2C=CC=CC=2)[P](C2C=CC=CC=2)(C2C=CC=CC=2)C2C=CC=CC=2)(C2C=CC=CC=2)C2C=CC=CC=2)=CC=1.[C-]#N.[C-]#N.[Zn+2]>[N:29]1[C:21]([NH:20][C@H:18]([C:8]2[C:9]([C:12]3[CH:17]=[CH:16][CH:15]=[CH:14][N:13]=3)=[N:10][C:11]3[C:6]([CH:7]=2)=[CH:5][CH:4]=[CH:3][C:2]=3[C:30]#[N:31])[CH3:19])=[C:22]2[C:26]([NH:25][CH:24]=[N:23]2)=[N:27][CH:28]=1 |f:3.4.5,^1:38,40,59,78|. Conditions: temperature 130 celsius, time 3 hour. Reagents/catalysts: C=1C=CC(=CC1)[P](C=2C=CC=CC2)(C=3C=CC=CC3)[Pd]([P](C=4C=CC=CC4)(C=5C=CC=CC5)C=6C=CC=CC6)([P](C=7C=CC=CC7)(C=8C=CC=CC8)C=9C=CC=CC9)[P](C=1C=CC=CC1)(C=1C=CC=CC1)C=1C=CC=CC1 (Pd(PPh3)4), [C-]#N.[C-]#N.[Zn+2] (Zn(CN)2). Reactants: FC1=C(C(=CC(=C1)CO)F)C1=CC=C(C=C1)OCC1=CC=CC=C1 (2,6-difluoro-4'-benzyloxy-(1,1'-biphenyl)-4-methanol), CC(=O)C.OS(=O)(=O)O.O=[Cr](=O)=O (Jones' reagent). Solvent: C1CCCCC1.C(C)(=O)OCC (cyclohexane ethyl acetate). Product: FC1=C(C(=CC(=C1)C(=O)O)F)C1=CC=C(C=C1)OCC1=CC=CC=C1 (2,6-difluoro-4'-(benzyloxy)-(1,1'-biphenyl)-4-carboxylic acid). RXN SMILES: [F:1][C:2]1[CH:7]=[C:6]([CH2:8][OH:9])[CH:5]=[C:4]([F:10])[C:3]=1[C:11]1[CH:16]=[CH:15][C:14]([O:17][CH2:18][C:19]2[CH:24]=[CH:23][CH:22]=[CH:21][CH:20]=2)=[CH:13][CH:12]=1.CC(C)=[O:27].OS(O)(=O)=O.O=[Cr](=O)=O>C1CCCCC1.C(OCC)(=O)C>[F:1][C:2]1[CH:7]=[C:6]([C:8]([OH:27])=[O:9])[CH:5]=[C:4]([F:10])[C:3]=1[C:11]1[CH:12]=[CH:13][C:14]([O:17][CH2:18][C:19]2[CH:20]=[CH:21][CH:22]=[CH:23][CH:24]=2)=[CH:15][CH:16]=1 |f:1.2.3,4.5|. Reported procedure: An oxidation was carried out with 107 mg of the product of Stage B, with Jones' reagent under the conditions as described in Example 2, Stage C to obtain 86 mg of the expected product with a Rf=0.06 cyclohexane/ethyl acetate 7/3). The reactants are C([O-])([O-])=O.[Na+].[Na+] (sodium carbonate), ClC1=C(C(=CC2=C1C(=NCC(N2C)=O)C2=C(C=CC=C2)F)Cl)NC(N(C)C)=O (3-[6,8-dichloro-5-(o-fluorophenyl)-2,3-dihydro-1-methyl-2-oxo-1H-1,4-benzodiazepin-7-yl]-1,1-dimethylurea), NC=1C(=CC2=C(C(=NCC(N2C)=O)C2=C(C=CC=C2)F)C1Cl)Cl (7-amino-6,8-dichloro-5-(o-fluorophenyl)-1,3-dihydro-1-methyl-2H-1,4-benzodiazepin-2-one), ClC1=C(C(=CC2=C1C(=NCC(N2C)=O)C2=C(C=CC=C2)F)Cl)N=C=O ([6,8-dichloro-5-(o-fluorophenyl)-2,3-dihydro-1-methyl-2-oxo-1H-1,4-benzodiazepin-7-yl]isocyanate). Run in C(C)#N (acetonitrile), CN (methylamine), ClCCCl (1,2-dichloroethane). Run at time 66 hour. Product: ClC1=C(C(=CC2=C1C(=NCC(N2C)=O)C2=C(C=CC=C2)F)Cl)NC(=O)NC (1-[6,8-dichloro-5-(o-fluorophenyl)-2,3-dihydro-1-methyl-2-oxo-1H-1,4-benzodiazepin-7-yl]-3-methylurea). As a reaction SMILES: ClC1C2C(C3C=CC=CC=3F)=NCC(=O)N(C)C=2C=C(Cl)C=1N=C=O.[Cl:26][C:27]1[C:32]2[C:33]([C:40]3[CH:45]=[CH:44][CH:43]=[CH:42][C:41]=3[F:46])=[N:34][CH2:35][C:36](=[O:39])[N:37]([CH3:38])[C:31]=2[CH:30]=[C:29]([Cl:47])[C:28]=1[NH:48][C:49](=[O:53])[N:50](C)[CH3:51].NC1C(Cl)=CC2N(C)C(=O)CN=C(C3C=CC=CC=3F)C=2C=1Cl.C(=O)([O-])[O-].[Na+].[Na+]>C(#N)C.CN.ClCCCl>[Cl:26][C:27]1[C:32]2[C:33]([C:40]3[CH:45]=[CH:44][CH:43]=[CH:42][C:41]=3[F:46])=[N:34][CH2:35][C:36](=[O:39])[N:37]([CH3:38])[C:31]=2[CH:30]=[C:29]([Cl:47])[C:28]=1[NH:48][C:49]([NH:50][CH3:51])=[O:53] |f:3.4.5|. Procedure: A 1,2-dichloroethane solution of [6,8-dichloro-5-(o-fluorophenyl)-2,3-dihydro-1-methyl-2-oxo-1H-1,4-benzodiazepin-7-yl]isocyanate, prepared in analogy to the procedure described in paragraph (a) of Example 4 from 5 g (14.2 mmol) of 7-amino-6,8-dichloro-5-(o-fluorophenyl)-1,3-dihydro-1-methyl-2H-1,4-benzodiazepin-2-one, is treated with a suspension of 6 g of sodium carbonate in 34 ml of acetonitrile and 2 ml of methylamine. The mixture is stirred at room temperature for 66 hours, concentrated in ... The reactants are C(CCC)[Li] (n-butyllithium), CCOC(=O)C(C)P(=O)(OCC)OCC (triethyl 2-phosphonopropionate), aldehyde, O (water), FC=1C=C(C=O)C=C(C1)F (3,5-difluorobenzaldehyde). Solvent: CCCCCC (hexane). Product: FC=1C=C(C=C(C1)F)/C=C(/C(=O)OCC)\C (Ethyl E-3-(3,5-difluorophenyl)-2-methylacrylate). Reaction SMILES: [CH3:1][CH2:2][O:3][C:4]([CH:6](P(OCC)(OCC)=O)[CH3:7])=[O:5].C([Li])CCC.[F:21][C:22]1[CH:23]=[C:24]([CH:27]=[C:28]([F:30])[CH:29]=1)[CH:25]=O.O>CCCCCC>[F:21][C:22]1[CH:23]=[C:24](/[CH:25]=[C:6](\[CH3:7])/[C:4]([O:3][CH2:2][CH3:1])=[O:5])[CH:27]=[C:28]([F:30])[CH:29]=1. Procedure: 5 a) 1 eq. of triethyl 2-phosphonopropionate was deprotonated at 0° C. with 1 eq. of n-butyllithium in hexane and then treated at RT with 1 eq. of 3,5-difluorobenzaldehyde. After the aldehyde had completely reacted, the mixture was worked up with water and extracted three times by shaking with toluene. After the combined organic phases had been dried over magnesium sulfate, the solvent was removed under vacuum and the residual crude product was separated by chromatography on silica gel using EE/...